From a dataset of the Open Reaction Database (ORD), a public repository of structured organic reaction records. describe an organic reaction: reactants, conditions, products, and yield Starting materials: [OH-].[NH4+] (ammonium hydroxide), C(C)(C)(C)OC(=O)N1CCC(CC1)(C(=O)OC)CC1=CC(=CC=C1)C#N (methyl N-tert-butoxycarbonyl-4-(3-cyano-benzyl)piperidine-4-carboxylate), [H][H] (hydrogen). Reagents/catalysts: [Ni] (Raney nickel). The solvent is C(C)O (ethanol). The product is C(C)(C)(C)OC(=O)N1CCC(CC1)(C(=O)OC)CC1=CC(=CC=C1)CN (Methyl N-tert-butoxycarbonyl-4-(3-aminomethylbenzyl)piperidine-4-carboxylate). Reaction SMILES: [C:1]([O:5][C:6]([N:8]1[CH2:13][CH2:12][C:11]([CH2:18][C:19]2[CH:24]=[CH:23][CH:22]=[C:21]([C:25]#[N:26])[CH:20]=2)([C:14]([O:16][CH3:17])=[O:15])[CH2:10][CH2:9]1)=[O:7])([CH3:4])([CH3:3])[CH3:2].[OH-].[NH4+].[H][H]>[Ni].C(O)C>[C:1]([O:5][C:6]([N:8]1[CH2:9][CH2:10][C:11]([CH2:18][C:19]2[CH:24]=[CH:23][CH:22]=[C:21]([CH2:25][NH2:26])[CH:20]=2)([C:14]([O:16][CH3:17])=[O:15])[CH2:12][CH2:13]1)=[O:7])([CH3:4])([CH3:2])[CH3:3] |f:1.2|. Procedure details: A mixture of methyl N-tert-butoxycarbonyl-4-(3-cyano-benzyl)piperidine-4-carboxylate (0.6 g, 1.67 mmol), Raney nickel (3 g) in a mixture of ethanol (20 mL) and concentrated aqueous ammonium hydroxide (0.6 mL) was stirred under a balloon of hydrogen gas at room temp. overnight. The slurry was filtered, and the filtrate concentrated under vacuum to provide the title compound. Reactants: CC(=O)C=CN(C)C, ClC1CCOCC1, Cl, [Mg], C1CCOC1. Product: CC(=O)C=CC1CCOCC1. As a reaction SMILES: [CH3:9][N:10]([CH:11]=[CH:12][C:13]([CH3:14])=[O:15])[CH3:16].[Cl:2][CH:3]1[CH2:4][CH2:5][O:6][CH2:7][CH2:8]1.[ClH:17].[Mg:1].[O:18]1[CH2:19][CH2:20][CH2:21][CH2:22]1>>[CH:3]1([CH:11]=[CH:12][C:13]([CH3:14])=[O:15])[CH2:4][CH2:5][O:6][CH2:7][CH2:8]1.